Dataset: the Open Reaction Database (ORD), a public repository of structured organic reaction records. Task: describe an organic reaction: reactants, conditions, products, and yield Starting materials: CCCCCC (hexane), CCOC(=O)C (EtOAc), OCCC1CCN(CC1)C(=O)OC(C)(C)C (tert-butyl 4-(2-hydroxyethyl)piperidine-1-carboxylate), TEA, CS(=O)(=O)Cl (methane sulfonyl chloride). Run in C(Cl)Cl (DCM), C(Cl)Cl (DCM). Reaction conditions: temperature 0 celsius. Yields the product CS(=O)(=O)OCCC1CCN(CC1)C(=O)OC(C)(C)C (tert-Butyl 4-(2-methylsulfonyloxyethyl)piperidine-1-carboxylate). Yield: 89.5%. RXN SMILES: [OH:1][CH2:2][CH2:3][CH:4]1[CH2:9][CH2:8][N:7]([C:10]([O:12][C:13]([CH3:16])([CH3:15])[CH3:14])=[O:11])[CH2:6][CH2:5]1.[CH3:17][S:18](Cl)(=[O:20])=[O:19].CCCCCC.CCOC(C)=O>C(Cl)Cl>[CH3:17][S:18]([O:1][CH2:2][CH2:3][CH:4]1[CH2:5][CH2:6][N:7]([C:10]([O:12][C:13]([CH3:16])([CH3:15])[CH3:14])=[O:11])[CH2:8][CH2:9]1)(=[O:20])=[O:19]. Procedure: Combine tert-butyl 4-(2-hydroxyethyl)piperidine-1-carboxylate (4.720 kg, 20.6 mol) with DCM (40 L) and TEA (3020 mL, 21.63 mol) in a 50 L reactor under a nitrogen atmosphere. Cool the solution to about 0° C. and slowly add methane sulfonyl chloride (2.478 kg, 21.63 mol) in DCM (5 L) while keeping the reaction temperature below 10° C. After the addition is complete stir the mixture for 18 h at 15° C. at which time TLC (1:1, hexane:EtOAc) shows no starting material remaining Wash the mixture with ... The reactants are C(=O)(Cl)Cl (phosgene), N1=C(C=CC=C1)C(=O)C1=CC(=C(C=C1)OCC1=CC=CC=C1)N (3-amino-4-benzyloxyphenyl 2-pyridyl ketone). Run in C1(=CC=CC=C1)C (toluene), C1(=CC=CC=C1)C (toluene). Product: N1=C(C=CC=C1)C(=O)C1=CC(=C(C=C1)OCC1=CC=CC=C1)N=C=O (4-benzyloxy-3-isocyanatophenyl 2-pyridyl ketone). Reaction SMILES: [C:1](Cl)(Cl)=[O:2].[N:5]1[CH:10]=[CH:9][CH:8]=[CH:7][C:6]=1[C:11]([C:13]1[CH:18]=[CH:17][C:16]([O:19][CH2:20][C:21]2[CH:26]=[CH:25][CH:24]=[CH:23][CH:22]=2)=[C:15]([NH2:27])[CH:14]=1)=[O:12]>C1(C)C=CC=CC=1>[N:5]1[CH:10]=[CH:9][CH:8]=[CH:7][C:6]=1[C:11]([C:13]1[CH:18]=[CH:17][C:16]([O:19][CH2:20][C:21]2[CH:22]=[CH:23][CH:24]=[CH:25][CH:26]=2)=[C:15]([N:27]=[C:1]=[O:2])[CH:14]=1)=[O:12]. Procedure details: A stirred solution of 40 g (0.41 mol) of phosgene in 150 ml of toluene is held at 25° C while a mixture of (52.5 mmol) of 3-amino-4-benzyloxyphenyl 2-pyridyl ketone and 300 ml of toluene is added slowly. The mixture is refluxed for 30 minutes and then is concentrated to give 4-benzyloxy-3-isocyanatophenyl 2-pyridyl ketone. The reactants are C1(=CC=CC=C1)C(CC(=O)OCC)CC=1OC=C(N1)C(=O)NCCCCNC1=NC=CC=C1 (ethyl (±)-3-phenyl-4-[4-[[[4-(pyridin-2-yl)amino-1-butyl]amino]carbonyl]-1,3-oxazol-2-yl]butanoate), [Li+].[OH-] (LiOH). The solvent is C1CCOC1.O (THF H2O). Conditions: time 24 hour. Product: C1(=CC=CC=C1)C(CC(=O)O)CC=1OC=C(N1)C(=O)NCCCCNC1=NC=CC=C1 ((±)-3-Phenyl-4-[4-[[[4-(pyridin-2-yl)amino-1-butyl]amino]carbonyl]-1,3-oxazol-2-yl]butanoic acid). Yield: 82.8%. As a reaction SMILES: [C:1]1([CH:7]([CH2:14][C:15]2[O:16][CH:17]=[C:18]([C:20]([NH:22][CH2:23][CH2:24][CH2:25][CH2:26][NH:27][C:28]3[CH:33]=[CH:32][CH:31]=[CH:30][N:29]=3)=[O:21])[N:19]=2)[CH2:8][C:9]([O:11]CC)=[O:10])[CH:6]=[CH:5][CH:4]=[CH:3][CH:2]=1.[Li+].[OH-]>C1COCC1.O>[C:1]1([CH:7]([CH2:14][C:15]2[O:16][CH:17]=[C:18]([C:20]([NH:22][CH2:23][CH2:24][CH2:25][CH2:26][NH:27][C:28]3[CH:33]=[CH:32][CH:31]=[CH:30][N:29]=3)=[O:21])[N:19]=2)[CH2:8][C:9]([OH:11])=[O:10])[CH:6]=[CH:5][CH:4]=[CH:3][CH:2]=1 |f:1.2,3.4|. Reported procedure: To a solution of ethyl (±)-3-phenyl-4-[4-[[[4-(pyridin-2-yl)amino-1-butyl]amino]carbonyl]-1,3-oxazol-2-yl]butanoate (197 mg, 0.44 mmole) in 1:1 THF/H2O (4 mL) was added 1.0 N LiOH (0.66 mL, 0.66 mmole). After 24 hr, the mixture was washed with Et2O (2×2 mL), and the pH of the aqueous layer was adjusted to 6 using 10% HCl. The solution was chromatographed on a C-18 Mega Bond Elut® column (50 mL H2O then 50 mL 20% CH3CN/H2O). Fractions containing the product were pooled and lyophilized to give the... RXN SMILES: [C:21](=[O:22])([O-:23])[O-:24].[CH3:27][C:28]#[N:29].[Cl-:31].[F:10][c:11]1[c:12]([CH3:20])[cH:13][c:14]([N+:17](=[O:18])[O-:19])[cH:15][cH:16]1.[F:1][C:2]([c:3]1[n:4][cH:5][nH:6][cH:7]1)([F:8])[F:9].[K+:25].[K+:26].[NH4+:32].[OH2:30]>>[F:1][C:2]([c:3]1[n:4][cH:5][n:6](-[c:11]2[c:12]([CH3:20])[cH:13][c:14]([N+:17](=[O:18])[O-:19])[cH:15][cH:16]2)[cH:7]1)([F:8])[F:9]. Yields the product Cc1cc([N+](=O)[O-])ccc1-n1cnc(C(F)(F)F)c1. Starting materials: O=C([O-])[O-], CC#N, [Cl-], Cc1cc([N+](=O)[O-])ccc1F, FC(F)(F)c1c[nH]cn1, [K+], [K+], [NH4+], O. Starting materials: C(CCC)C1=CC=C(C=C1)N=C=O (4-butylphenyl isocyanate), COC1=CC=C(C2CO2)C=C1 (4-methoxystyrene oxide), [Cl-].[Li+] (lithium chloride), O (water). Run in CN(C)C=O (DMF), CN(C)C=O (DMF). Yields the product C(CCC)C1=CC=C(C=C1)N1C(OC(C1)C1=CC=C(C=C1)OC)=O (3-(4-butylphenyl)-5-(4-methoxyphenyl)-2-oxazolidinone). Yield: 14.5%. Reaction SMILES: [Cl-].[Li+].[CH2:3]([C:7]1[CH:12]=[CH:11][C:10]([N:13]=[C:14]=[O:15])=[CH:9][CH:8]=1)[CH2:4][CH2:5][CH3:6].[CH3:16][O:17][C:18]1[CH:26]=[CH:25][C:21]([CH:22]2[O:24][CH2:23]2)=[CH:20][CH:19]=1.O>CN(C=O)C>[CH2:3]([C:7]1[CH:12]=[CH:11][C:10]([N:13]2[CH2:23][CH:22]([C:21]3[CH:20]=[CH:19][C:18]([O:17][CH3:16])=[CH:26][CH:25]=3)[O:24][C:14]2=[O:15])=[CH:9][CH:8]=1)[CH2:4][CH2:5][CH3:6] |f:0.1|. Procedure details: In a 20 ml-three necked flask, 0.013 g of lithium chloride and 3.8 ml of DMF were placed. To the mixture, a solution of 1.09 g (6.22 mM) of 4-butylphenyl isocyanate and 6.20 mM of optically active 4-methoxystyrene oxide in 1.3 ml of DMF was added dropwise in 12 minutes under refluxing and stirring in nitrogen atmosphere, followed by refluxing for 50 minutes under stirring. After the reaction, the reaction mixture was left standing for cooling, then poured into water, and subjected to extraction ... The yield is 50.3%. Reaction conditions: time 8 hour. Procedure: Triethylsilane (0.323 mL, 2.03 mmol) was added to a stirring, room temperature solution of methyl-4-phenylacetyl-1H-pyrrole-2-carboxylate (0.1593 g, 0.655 mmol) in trifluoroacetic acid (TFA) (1.47 mL, 0.45 M) under N2. After stirring overnight, the reaction was complete by HPLC. The TFA was removed under vacuum, and the crude product was taken up in EtOAc, washed with brine, dried with Na2SO4, filtered, concentrated, and purified by silica gel chromatography (Combiflash column, 95:5 Hexanes:EtOA... Solvent: FC(C(=O)O)(F)F (trifluoroacetic acid). Starting materials: C(C)[SiH](CC)CC (Triethylsilane), COC(=O)C=1NC=C(C1)C(CC1=CC=CC=C1)=O (methyl-4-phenylacetyl-1H-pyrrole-2-carboxylate). Reaction SMILES: C([SiH](CC)CC)C.[CH3:8][O:9][C:10]([C:12]1[NH:13][CH:14]=[C:15]([C:17](=O)[CH2:18][C:19]2[CH:24]=[CH:23][CH:22]=[CH:21][CH:20]=2)[CH:16]=1)=[O:11]>FC(F)(F)C(O)=O>[CH3:8][O:9][C:10]([C:12]1[NH:13][CH:14]=[C:15]([CH2:17][CH2:18][C:19]2[CH:24]=[CH:23][CH:22]=[CH:21][CH:20]=2)[CH:16]=1)=[O:11]. Product: COC(=O)C=1NC=C(C1)CCC1=CC=CC=C1 (4-Phenethyl-1H-pyrrole-2-carboxylic acid methyl ester). Reactants: [Al+3].[Cl-].[Cl-].[Cl-] (AlCl3), ClC(=O)C(=O)OCC (ethyl (chlorocarbonyl)formate), C(C)(=O)OCC.CCCCCC (ethyl acetate hexane), ClC1=C(C=CC=C1)SC ((2-chlorophenyl)(methyl)sulfane). Run in C(Cl)(Cl)Cl (chloroform). Reaction conditions: time 30 minute. The product is ClC=1C=C(C=CC1SC)C(C(=O)OCC)=O (ethyl 2-(3-chloro-4-(methylthio)phenyl)-2-oxoacetate). The yield is 77.3%. RXN SMILES: [Al+3].[Cl-].[Cl-].[Cl-].Cl[C:6]([C:8]([O:10][CH2:11][CH3:12])=[O:9])=[O:7].[Cl:13][C:14]1[CH:19]=[CH:18][CH:17]=[CH:16][C:15]=1[S:20][CH3:21].C(OCC)(=O)C.CCCCCC>C(Cl)(Cl)Cl>[Cl:13][C:14]1[CH:19]=[C:18]([C:6](=[O:7])[C:8]([O:10][CH2:11][CH3:12])=[O:9])[CH:17]=[CH:16][C:15]=1[S:20][CH3:21] |f:0.1.2.3,6.7|. Procedure: To a well stirred solution of AlCl3 (16.58 g, 2 eq) in chloroform (100 mL), ethyl (chlorocarbonyl)formate (10.02 g (8.35 mL), 1.6 eq) was added at 0° C. and the contents were allowed to stir for 30 min. Then (2-chlorophenyl)(methyl)sulfane (10 g (8.33 mL), 0.06 mol) was added at 0° C. and the overall reaction mass was allowed to stir for 3-4 h at room temperature. Progress of the reaction was monitored by TLC (5% ethyl acetate/hexane, Rf˜0.3). On completion of the reaction, crushed ice was added... The reactants are CCP(OC)OC, CC#N, O=[N+]([O-])c1ccc(Oc2ccc(C(F)(F)F)cc2Cl)cc1[N+](=O)[O-]. Yields the product CCP(=O)(OC)c1cc(Oc2ccc(C(F)(F)F)cc2Cl)ccc1[N+](=O)[O-]. Reaction SMILES: [CH2:25]([CH3:26])[P:27]([O:28][CH3:29])[O:30][CH3:31].[CH3:32][C:33]#[N:34].[Cl:1][c:2]1[c:3]([O:4][c:5]2[cH:6][c:7]([N+:14]([O-:15])=[O:16])[c:8]([N+:11](=[O:12])[O-:13])[cH:9][cH:10]2)[cH:17][cH:18][c:19]([C:21]([F:22])([F:23])[F:24])[cH:20]1>>[Cl:1][c:2]1[c:3]([O:4][c:5]2[cH:6][c:7]([P:27]([CH2:25][CH3:26])([O:28][CH3:29])=[O:30])[c:8]([N+:11](=[O:12])[O-:13])[cH:9][cH:10]2)[cH:17][cH:18][c:19]([C:21]([F:22])([F:23])[F:24])[cH:20]1. The reactants are FC=1C=C(CNC2=NC(=NC=C2C(=O)OCC)SC)C=CC1OC (ethyl 4-((3-fluoro-4-methoxybenzyl)amino)-2-(methylthio)pyrimidine-5-carboxylate), C1=CC(=CC(=C1)Cl)C(=O)OO (m-CPBA). The solvent is C(Cl)Cl (DCM). Conditions: time 30 minute. Product: FC=1C=C(CNC2=NC(=NC=C2C(=O)OCC)S(=O)C)C=CC1OC (ethyl 4-((3-fluoro-4-methoxybenzyl)amino)-2-(methylsulfinyl)pyrimidine-5-carboxylate). Reaction SMILES: [F:1][C:2]1[CH:3]=[C:4]([CH:20]=[CH:21][C:22]=1[O:23][CH3:24])[CH2:5][NH:6][C:7]1[C:12]([C:13]([O:15][CH2:16][CH3:17])=[O:14])=[CH:11][N:10]=[C:9]([S:18][CH3:19])[N:8]=1.C1C=C(Cl)C=C(C(OO)=[O:33])C=1>C(Cl)Cl>[F:1][C:2]1[CH:3]=[C:4]([CH:20]=[CH:21][C:22]=1[O:23][CH3:24])[CH2:5][NH:6][C:7]1[C:12]([C:13]([O:15][CH2:16][CH3:17])=[O:14])=[CH:11][N:10]=[C:9]([S:18]([CH3:19])=[O:33])[N:8]=1. Procedure: In DCM (50 mL) was dissolved ethyl 4-((3-fluoro-4-methoxybenzyl)amino)-2-(methylthio)pyrimidine-5-carboxylate (2.2 g, 6.3 mmol). m-CPBA (3-chloroperbenzoic acid, 1.1 g, 6.4 mmol) was added. The reaction was conducted at ambient temperature for 30 min. The reaction mixture was washed with water. The organic phase was dried over sodium sulfate and concentrated to give ethyl 4-((3-fluoro-4-methoxybenzyl)amino)-2-(methylsulfinyl)pyrimidine-5-carboxylate. The product was used in the subsequent proced...